Dataset: the Open Reaction Database (ORD), a public repository of structured organic reaction records. Task: describe an organic reaction: reactants, conditions, products, and yield Reactants: C[C@@H]1N(C[C@H](NC1)C)C1=CC(=C(C#N)C(=C1)OC)F (4-[(2S,5R)-2,5-dimethylpiperazin-1-yl]-2-fluoro-6-methoxybenzonitrile), N(=C=O)C1=CC=C(C#N)C=C1 (4-isocyanatobenzonitrile). The solvent is C(C)#N (acetonitrile). Run at time 1 hour. The product is C(#N)C1=CC=C(NC(=O)N2[C@@H](CN([C@H](C2)C)C2=CC(=C(C(=C2)OC)C#N)F)C)C=C1 ((2R,5S)-4′-Cyano-4-(4-cyano-3-fluoro-5-methoxyphenyl)-2,5-dimethylpiperazine-1-carboxanilide). Yield: 69.1%. RXN SMILES: [CH3:1][C@H:2]1[CH2:7][NH:6][C@H:5]([CH3:8])[CH2:4][N:3]1[C:9]1[CH:16]=[C:15]([O:17][CH3:18])[C:12]([C:13]#[N:14])=[C:11]([F:19])[CH:10]=1.[N:20]([C:23]1[CH:30]=[CH:29][C:26]([C:27]#[N:28])=[CH:25][CH:24]=1)=[C:21]=[O:22]>C(#N)C>[C:27]([C:26]1[CH:29]=[CH:30][C:23]([NH:20][C:21]([N:6]2[CH2:7][C@H:2]([CH3:1])[N:3]([C:9]3[CH:16]=[C:15]([O:17][CH3:18])[C:12]([C:13]#[N:14])=[C:11]([F:19])[CH:10]=3)[CH2:4][C@H:5]2[CH3:8])=[O:22])=[CH:24][CH:25]=1)#[N:28]. Procedure: Into 20 ml of acetonitrile was dissolved 500 mg of 4-[(2S,5R)-2,5-dimethylpiperazin-1-yl]-2-fluoro-6-methoxybenzonitrile, and then 274 mg of 4-isocyanatobenzonitrile was added thereto, followed by 1 hour of stirring at room temperature. The reaction solution was concentrated, followed by addition of ethyl acetate and filtration. The filtrate was removed by evaporation and the resulting powder was crystallized from hexane-ethyl acetate (85:15, v/v) to obtain 535 mg of the title compound. The reactants are Nc1cnc(Br)cn1, O=C([O-])[O-], CO, CCOC(C)=O, NC1CCCCC1N, [Cu]I, [K+], [K+], C1COCCO1, O=C1CCCN1. Yields the product Nc1cnc(N2CCCC2=O)cn1. RXN SMILES: [Br:1][c:2]1[n:3][cH:4][c:5]([NH2:8])[n:6][cH:7]1.[C:15](=[O:16])([O-:17])[O-:18].[CH3:37][OH:38].[CH3:39][CH2:40][O:41][C:42](=[O:43])[CH3:44].[CH:21]1([NH2:22])[CH2:23][CH2:24][CH2:25][CH2:26][CH:27]1[NH2:28].[Cu:35][I:36].[K+:19].[K+:20].[O:29]1[CH2:30][CH2:31][O:32][CH2:33][CH2:34]1.[O:9]=[C:10]1[CH2:11][CH2:12][CH2:13][NH:14]1>>[c:2]1([N:14]2[C:10](=[O:9])[CH2:11][CH2:12][CH2:13]2)[n:3][cH:4][c:5]([NH2:8])[n:6][cH:7]1. The reactants are C(CC(O)(C(=O)O)CC(=O)O)(=O)O (citric acid), C(C)(C)[N-]C(C)C.[Li+] (lithium diisopropylamide), C1(CCC1)OC1=C(C#N)C(=CC(=C1OC)OC)N=C(C)N1CCN(CCC1)C(=O)N1CCOCC1 (2-cyclobutyloxy-3,4-dimethoxy-6-{1-[4-(morpholinecarbonyl)-1,4-diazepan-1-yl]ethylideneamino}benzonitrile). Run in O1CCCC1 (tetrahydrofuran), O1CCCC1 (tetrahydrofuran). Yields the product N (ammonia), NC1=CC(=NC2=CC(=C(C(=C12)OC1CCC1)OC)OC)N1CCN(CCC1)C(=O)N1CCOCC1 (4-Amino-5-cyclobutyloxy-6,7-dimethoxy-2-[4-(4-morpholinecarbonyl)-1,4-diazepan-1-yl]quinoline). Isolated yield 67.0%. As a reaction SMILES: C([N-:4]C(C)C)(C)C.[Li+].[CH:9]1([O:13][C:14]2[C:21]([O:22][CH3:23])=[C:20]([O:24][CH3:25])[CH:19]=[C:18]([N:26]=[C:27]([N:29]3[CH2:35][CH2:34][CH2:33][N:32]([C:36]([N:38]4[CH2:43][CH2:42][O:41][CH2:40][CH2:39]4)=[O:37])[CH2:31][CH2:30]3)[CH3:28])[C:15]=2[C:16]#[N:17])[CH2:12][CH2:11][CH2:10]1.C(O)(=O)CC(CC(O)=O)(C(O)=O)O>O1CCCC1>[NH3:4].[NH2:17][C:16]1[C:15]2[C:18](=[CH:19][C:20]([O:24][CH3:25])=[C:21]([O:22][CH3:23])[C:14]=2[O:13][CH:9]2[CH2:10][CH2:11][CH2:12]2)[N:26]=[C:27]([N:29]2[CH2:35][CH2:34][CH2:33][N:32]([C:36]([N:38]3[CH2:43][CH2:42][O:41][CH2:40][CH2:39]3)=[O:37])[CH2:31][CH2:30]2)[CH:28]=1 |f:0.1|. Reported procedure: A solution of lithium diisopropylamide in tetrahydrofuran (10 ml, 0.5M, 0.005 mol) was added to a solution of 2-cyclobutyloxy-3,4-dimethoxy-6-{1-[4-(morpholinecarbonyl)-1,4-diazepan-1-yl]ethylideneamino}benzonitrile (950 mg, 0.002 mol) in tetrahydrofuran (25 ml) at -70° C. and the reaction allowed to warm to room temperature under a nitrogen atmosphere. 1N aqueous citric acid solution (25 ml) was then added and the mixture extracted once with ethyl acetate (25 ml). The aqueous phase was basified...